From a dataset of the Open Reaction Database (ORD), a public repository of structured organic reaction records. describe an organic reaction: reactants, conditions, products, and yield Yields the product Cn1cccc1C1=CC(=O)c2ccccc2C1=O. RXN SMILES: [C:27]([O-:28])(=[O:29])[CH3:30].[C:32]([O-:33])(=[O:34])[CH3:35].[CH3:13][n:14]1[cH:15][cH:16][cH:17][cH:18]1.[CH3:20][C:21](=[O:22])[OH:23].[Cl:24][CH2:25][Cl:26].[Cu+2:31].[O:1]=[C:2]1[CH:3]=[CH:4][C:5](=[O:6])[c:7]2[cH:8][cH:9][cH:10][cH:11][c:12]21.[OH2:19]>>[O:1]=[C:2]1[CH:3]=[C:4]([c:15]2[n:14]([CH3:13])[cH:18][cH:17][cH:16]2)[C:5](=[O:6])[c:7]2[cH:8][cH:9][cH:10][cH:11][c:12]21. Reactants: CC(=O)[O-], CC(=O)[O-], Cn1cccc1, CC(=O)O, ClCCl, [Cu+2], O=C1C=CC(=O)c2ccccc21, O. Starting materials: CC(C)(C)NC(=O)C1CN(C(=O)OCc2ccccc2)CCN1C(=O)OC(C)(C)C, ClCCl, O=C(O)C(F)(F)F. Yields the product CC(C)(C)NC(=O)C1CN(C(=O)OCc2ccccc2)CCN1. As a reaction SMILES: [C:1]([CH3:2])([CH3:3])([CH3:4])[NH:5][C:6](=[O:7])[CH:8]1[N:9]([C:24]([O:25][C:26]([CH3:27])([CH3:28])[CH3:29])=[O:30])[CH2:10][CH2:11][N:12]([C:14](=[O:15])[O:16][CH2:17][c:18]2[cH:19][cH:20][cH:21][cH:22][cH:23]2)[CH2:13]1.[Cl:38][CH2:39][Cl:40].[OH:31][C:32]([C:33]([F:34])([F:35])[F:36])=[O:37]>>[C:1]([CH3:2])([CH3:3])([CH3:4])[NH:5][C:6](=[O:7])[CH:8]1[NH:9][CH2:10][CH2:11][N:12]([C:14](=[O:15])[O:16][CH2:17][c:18]2[cH:19][cH:20][cH:21][cH:22][cH:23]2)[CH2:13]1. Starting materials: C(=O)([O-])[O-].[K+].[K+] (K2CO3), C1(CCCCC1)CBr (cyclohexylmethyl bromide), C(=O)(OC)C1=C2C=3C(CCCC3NC2=CC=C1)=O (5-carbomethoxy-1,2-dihydro-9H-carbazol-4(3H)-one), C1(CCCCC1)CBr (cyclohexylmethylbromide), O (H2O). The reagents and catalysts are [Na+].[I-] (NaI). Solvent: CN(C)C=O (DMF). Run at time 8 hour. Yields the product C1(CCCCC1)CN1C2=CC=CC(=C2C=2C(CCCC12)=O)C(=O)OC (9-[(cyclohexyl)methyl]-5-carbomethoxy-1,2-dihydrocarbazol-4(3H)-one). The yield is 97.6%. As a reaction SMILES: [C:1]([C:5]1[CH:17]=[CH:16][CH:15]=[C:14]2[C:6]=1[C:7]1[C:8](=[O:18])[CH2:9][CH2:10][CH2:11][C:12]=1[NH:13]2)([O:3][CH3:4])=[O:2].C([O-])([O-])=O.[K+].[K+].[CH:25]1([CH2:31]Br)[CH2:30][CH2:29][CH2:28][CH2:27][CH2:26]1.O>CN(C=O)C.[Na+].[I-]>[CH:25]1([CH2:31][N:13]2[C:12]3[CH2:11][CH2:10][CH2:9][C:8](=[O:18])[C:7]=3[C:6]3[C:14]2=[CH:15][CH:16]=[CH:17][C:5]=3[C:1]([O:3][CH3:4])=[O:2])[CH2:30][CH2:29][CH2:28][CH2:27][CH2:26]1 |f:1.2.3,7.8|. Procedure: A 0° C. suspension of 5-carbomethoxy-1,2-dihydro-9H-carbazol-4(3H)-one (1.0 g, 4.11 mmol), a catalytic amount of NaI (ca. 10 mg) and K2CO3 (1.1 g, 8.22 mmol) in 10 mL of DMF was treated with cyclohexylmethyl bromide (0.631 mL, 4.52 mmol). After stirring overnight at ambient temperature, an additional 0.63 mL cyclohexylmethylbromide was added, and the resulting mixture was heated at 60° C. for 3 hours. The mixture was poured into H2O (30 mL) and extracted with EtOAc (2×25 mL). The combined organi... Starting materials: NC1=NC=CC=C1 (2-amino-pyridine), COC=1C=C(C(CBr)=O)C=CC1OC (3,4-dimethoxy-phenacylbromide). The product is COC=1C=C(C=CC1OC)C=1N=C2N(C=CC=C2)C1 (2-(3,4-Dimethoxy-phenyl)-imidazo[1,2-a]pyridine). Reaction SMILES: [NH2:1][C:2]1[CH:7]=[CH:6][CH:5]=[CH:4][N:3]=1.[CH3:8][O:9][C:10]1[CH:11]=[C:12]([CH:17]=[CH:18][C:19]=1[O:20][CH3:21])[C:13](=O)[CH2:14]Br>>[CH3:8][O:9][C:10]1[CH:11]=[C:12]([C:13]2[N:1]=[C:2]3[CH:7]=[CH:6][CH:5]=[CH:4][N:3]3[CH:14]=2)[CH:17]=[CH:18][C:19]=1[O:20][CH3:21]. Reported procedure: The title compound, pale yellow solid, m.p. 96° C. and MS: m/e=254.1 (M+), was prepared in accordance with the general method of example 1 from 2-amino-pyridine and 3,4-dimethoxy-phenacylbromide. The reactants are C(=NC1CCCCC1)=NC1CCCCC1, O=[N+]([O-])c1ccc(O)cc1, CN(C)C=O, O=C(O)c1cccnc1. Yields the product O=C(Oc1ccc([N+](=O)[O-])cc1)c1cccnc1. As a reaction SMILES: [CH:20]1([N:21]=[C:22]=[N:23][CH:24]2[CH2:25][CH2:26][CH2:27][CH2:28][CH2:29]2)[CH2:30][CH2:31][CH2:32][CH2:33][CH2:34]1.[N+:10](=[O:11])([O-:12])[c:13]1[cH:14][cH:15][c:16]([OH:19])[cH:17][cH:18]1.[O:35]=[CH:36][N:37]([CH3:38])[CH3:39].[OH:1][C:2](=[O:3])[c:4]1[cH:5][cH:6][cH:7][n:8][cH:9]1>>[O:1]([C:2](=[O:3])[c:4]1[cH:5][cH:6][cH:7][n:8][cH:9]1)[c:16]1[cH:15][cH:14][c:13]([N+:10](=[O:11])[O-:12])[cH:18][cH:17]1. The reactants are ClC1=CC=C(C=C1)C1=C(C(=C2SC3=C(N21)C=CC=C3)C(=O)OC)C(=O)OC (dimethyl 1-(4-chlorophenyl)benzo[d]pyrrolo[2,1-b]thiazole-2,3-dicarboxylate), [H-].[Al+3].[Li+].[H-].[H-].[H-] (lithium aluminum hydride), [NH4+].[OH-] (NH4OH), [H-] (hydride). Run in O (water), ClCCl (dichloromethane), CCOCC (ether), O (water). Reaction conditions: time 20 minute. Product: ClC1=CC=C(C=C1)C1=C(C(=C2SC3=C(N21)C=CC=C3)CO)CO ((1-(4-chlorophenyl)benzo[d]pyrrolo[2,1-b]thiazole-2,3-diyl)dimethanol). As a reaction SMILES: [Cl:1][C:2]1[CH:7]=[CH:6][C:5]([C:8]2[N:15]3[C:11]([S:12][C:13]4[CH:19]=[CH:18][CH:17]=[CH:16][C:14]=43)=[C:10]([C:20](OC)=[O:21])[C:9]=2[C:24](OC)=[O:25])=[CH:4][CH:3]=1.[H-].[Al+3].[Li+].[H-].[H-].[H-].[H-].[NH4+].[OH-]>ClCCl.CCOCC.O>[Cl:1][C:2]1[CH:7]=[CH:6][C:5]([C:8]2[N:15]3[C:11]([S:12][C:13]4[CH:19]=[CH:18][CH:17]=[CH:16][C:14]=43)=[C:10]([CH2:20][OH:21])[C:9]=2[CH2:24][OH:25])=[CH:4][CH:3]=1 |f:1.2.3.4.5.6,8.9|. Reported procedure: A solution of dimethyl 1-(4-chlorophenyl)benzo[d]pyrrolo[2,1-b]thiazole-2,3-dicarboxylate (2.1 g, 5.0 mmol) in anhydrous dichloromethane (30 mL) was added dropwise to a stirred mixture of lithium aluminum hydride (0.45 g, 12.5 mmol) in anhydrous ether (20 mL) at −5° C. to 0° C. The reaction mixture was allowed to stir at this temperature for 20 min. The excess hydride was decomposed by adding water (1 mL) followed by NH4OH (1 mL) and water (1 mL) at −5° C. to 0° C. The mixture was filtered throu... Reactants: C(C)(=O)OCC1=CC2=C(OC(=C2)S(N)(=O)=O)C=C1 (5-Acetoxymethyl-sulfamoylbenzo[b]furan), [OH-].[K+] (KOH). Yields the product OCC1=CC2=C(OC(=C2)S(N)(=O)=O)C=C1 (5-Hydroxymethyl-2-sulfamoylbenzo[b]furan). As a reaction SMILES: C([O:4][CH2:5][C:6]1[CH:18]=[CH:17][C:9]2[O:10][C:11]([S:13](=[O:16])(=[O:15])[NH2:14])=[CH:12][C:8]=2[CH:7]=1)(=O)C.[OH-].[K+]>>[OH:4][CH2:5][C:6]1[CH:18]=[CH:17][C:9]2[O:10][C:11]([S:13](=[O:15])(=[O:16])[NH2:14])=[CH:12][C:8]=2[CH:7]=1 |f:1.2|. Procedure details: 5-Acetoxymethyl-sulfamoylbenzo[b]furan is saponified with KOH to give the title compound. Starting materials: C1(=CC=CC=C1)OC(NC1=C(C(=NS1)OCC1=C(C(=C(C=C1F)C)F)F)C(N)=O)=O ([4-carbamoyl-3-(2,3,6-trifluoro-4-methyl-benzyloxy)-isothiazol-5-yl]-carbamic acid phenyl ester), N1(CCCC1)CCCN (3-pyrrolidin-1-yl-propylamine). Yields the product N1(CCCC1)CCCNC(NC1=C(C(=NS1)OCC1=C(C(=C(C=C1F)C)F)F)C(=O)N)=O (5-[3-(3-Pyrrolidin-1-yl-propyl)-ureido]-3-(2,3,6-trifluoro-4-methyl-benzyloxy)-isothiazole-4-carboxylic Acid Amide). RXN SMILES: C1([O:7][C:8](=O)[NH:9][C:10]2[S:14][N:13]=[C:12]([O:15][CH2:16][C:17]3[C:22]([F:23])=[CH:21][C:20]([CH3:24])=[C:19]([F:25])[C:18]=3[F:26])[C:11]=2[C:27](=[O:29])[NH2:28])C=CC=CC=1.[N:31]1([CH2:36][CH2:37][CH2:38][NH2:39])[CH2:35][CH2:34][CH2:33][CH2:32]1>>[N:31]1([CH2:36][CH2:37][CH2:38][NH:39][C:8](=[O:7])[NH:9][C:10]2[S:14][N:13]=[C:12]([O:15][CH2:16][C:17]3[C:22]([F:23])=[CH:21][C:20]([CH3:24])=[C:19]([F:25])[C:18]=3[F:26])[C:11]=2[C:27]([NH2:28])=[O:29])[CH2:35][CH2:34][CH2:33][CH2:32]1. Procedure: The title compound was prepared from [4-carbamoyl-3-(2,3,6-trifluoro-4-methyl-benzyloxy)-isothiazol-5-yl]-carbamic acid phenyl ester and 3-pyrrolidin-1-yl-propylamine by the procedure analogous to Example 1. MS (APCl, m/z): 472 [M+H]+. The reactants are CN(CCC1=CC2=C(N(C(C=3CCCNC23)=O)COC)C=C1)C (9-[2-(Dimethylamino)ethyl]-6-(methoxymethyl)-1,2,3,4-tetrahydrobenzo[h][1,6]naphthyridine-5(6H)-one), Cl (hydrochloric acid). The solvent is C(C)O (ethanol). Conditions: temperature 80 celsius, time 8 hour. The product is Cl.Cl.CN(CCC1=CC2=C(NC(C=3CCCNC23)=O)C=C1)C (9-[2-(Dimethylamino)ethyl]-1,2,3,4-tetrahydrobenzo[h][1,6]naphthyridine-5(6H)-one dihydrochloride). Yield: 82.0%. RXN SMILES: [CH3:1][N:2]([CH3:23])[CH2:3][CH2:4][C:5]1[CH:22]=[CH:21][C:8]2[N:9](COC)[C:10](=[O:17])[C:11]3[CH2:12][CH2:13][CH2:14][NH:15][C:16]=3[C:7]=2[CH:6]=1.[ClH:24]>C(O)C>[ClH:24].[ClH:24].[CH3:23][N:2]([CH3:1])[CH2:3][CH2:4][C:5]1[CH:22]=[CH:21][C:8]2[NH:9][C:10](=[O:17])[C:11]3[CH2:12][CH2:13][CH2:14][NH:15][C:16]=3[C:7]=2[CH:6]=1 |f:3.4.5|. Reported procedure: The compound (20 mg, 0.06 mmol) prepared in step 7 was dissolved in ethanol (4 ml) and added with conc. hydrochloric acid (0.5 ml). The resulting mixture was stirred for 8 hours at 80° C. and cooled to room temperature. The mixture was then concentrated under reduced pressure to obtain the title compound (18 mg, yield: 82%, yellow solid).